This data is from the Open Reaction Database (ORD), a public repository of structured organic reaction records. The task is: describe an organic reaction: reactants, conditions, products, and yield Starting materials: BrC1=CC=C(C=C1)C=1C(=NOC1C)C (4-(4-Bromo-phenyl)-3,5-dimethyl-isoxazole), BrC1=NC=CC=C1 (2-Bromopyridine). The product is C1(CCCC1)C(CCC1=CC=C(C=C1)C=1C(=NOC1C)C)=O (1-Cyclopentyl-3-[4-(3,5-dimethyl-isoxazol-4-yl)-phenyl]-propan-1-one). As a reaction SMILES: Br[C:2]1[CH:7]=[CH:6][C:5]([C:8]2[C:9]([CH3:14])=[N:10][O:11][C:12]=2[CH3:13])=[CH:4][CH:3]=1.Br[C:16]1[CH:21]=[CH:20][CH:19]=[CH:18]N=1>>[CH:16]1([C:12](=[O:11])[CH2:8][CH2:5][C:2]2[CH:7]=[CH:6][C:5]([C:8]3[C:9]([CH3:14])=[N:10][O:11][C:12]=3[CH3:13])=[CH:4][CH:3]=2)[CH2:21][CH2:20][CH2:19][CH2:18]1. Reported procedure: The title compound was prepared as described in Step 1 of Example A(82), where 4-(4-Bromo-phenyl)-3,5-dimethyl-isoxazole from Step 1 of Example A(18), was substituted for 2-Bromopyridine.